Dataset: the Open Reaction Database (ORD), a public repository of structured organic reaction records. Task: describe an organic reaction: reactants, conditions, products, and yield Reactants: C1CNCCN1, CCOC(=O)c1c(S(C)(=O)=O)n(C2CC2)c2c(OC(F)F)c(F)c(F)cc2c1=O, CCOC(=O)c1c(S(C)(=O)=O)n(C2CC2)c2c(OC)c(N3CCC(C(C)(C)N)C3)c(F)cc2c1=O. The product is CCOC(=O)c1c(S(C)(=O)=O)n(C2CC2)c2c(OC(F)F)c(N3CCNCC3)c(F)cc2c1=O. As a reaction SMILES: [CH2:1]1[CH2:2][NH:3][CH2:4][CH2:5][NH:6]1.[CH:7]1([n:10]2[c:11]([S:32](=[O:33])(=[O:34])[CH3:35])[c:12]([C:27](=[O:28])[O:29][CH2:30][CH3:31])[c:13](=[O:26])[c:14]3[cH:15][c:16]([F:25])[c:17]([F:24])[c:18]([O:20][CH:21]([F:22])[F:23])[c:19]23)[CH2:8][CH2:9]1.[NH2:36][C:37]([CH:38]1[CH2:39][CH2:40][N:41]([c:42]2[c:43]([O:44][CH3:45])[c:46]3[c:47]([c:48](=[O:49])[c:50]([C:51]([O:52][CH2:53][CH3:54])=[O:55])[c:56]([S:57]([CH3:58])(=[O:59])=[O:60])[n:61]3[CH:62]3[CH2:63][CH2:64]3)[cH:65][c:66]2[F:67])[CH2:68]1)([CH3:69])[CH3:70]>>[CH2:1]1[CH2:2][N:3]([c:17]2[c:16]([F:25])[cH:15][c:14]3[c:13](=[O:26])[c:12]([C:27](=[O:28])[O:29][CH2:30][CH3:31])[c:11]([S:32](=[O:33])(=[O:34])[CH3:35])[n:10]([CH:7]4[CH2:8][CH2:9]4)[c:19]3[c:18]2[O:20][CH:21]([F:22])[F:23])[CH2:4][CH2:5][NH:6]1. Reactants: C=C(C)CC(=NOCC)C(C)=O, CO, [Cl-], O, [NH3+]O, c1ccncc1. The product is C=C(C)CC(=NOCC)C(C)=NO. As a reaction SMILES: [CH2:10]([CH3:11])[O:12][N:13]=[C:14]([C:15]([CH3:16])=[O:17])[CH2:18][C:19](=[CH2:20])[CH3:21].[CH3:23][OH:24].[Cl-:1].[OH2:22].[OH:2][NH3+:3].[cH:4]1[cH:5][cH:6][n:7][cH:8][cH:9]1>>[OH:2][N:3]=[C:15]([C:14](=[N:13][O:12][CH2:10][CH3:11])[CH2:18][C:19](=[CH2:20])[CH3:21])[CH3:16].